This data is from the Open Reaction Database (ORD), a public repository of structured organic reaction records. The task is: describe an organic reaction: reactants, conditions, products, and yield Yield: 94.5%. Yields the product ClCCNC(=O)N1N=C(C2=C(CC1C)C=C1C(=C2)OCO1)C1=CC=C(C=C1)[N+](=O)[O-] ((±)-8-Methyl-5-(4-nitrophenyl)-8,9-dihydro-7H-1,3-dioxolo[4,5-h][2,3]benzodiazepine-7-carboxylic acid (2-chloroethyl)-amide). Reactants: CC1NN=C(C2=C(C1)C=C1C(=C2)OCO1)C1=CC=C(C=C1)[N+](=O)[O-] ((±)-8-methyl-5-(4-nitrophenyl)-8,9-dihydro-7H-1,3-dioxolo[4,5-h][2,3]benzodiazepine), ClCCN=C=O (2-chloroethyl isocyanate). Reported procedure: A mixture of 1.0 g (3.07 mmol) of (±)-8-methyl-5-(4-nitrophenyl)-8,9-dihydro-7H-1,3-dioxolo[4,5-h][2,3]benzodiazepine, 25 ml of dry dichloromethane and 0.62 g (5.88 mmol of 2-chloroethyl isocyanate was stirred at room temperature for 24 h, then concentrated. The residue was purified by refluxing in ethanol to yield 1.25 g (94%) of the title compound, Mp.: 222-223° C. As a reaction SMILES: [CH3:1][CH:2]1[CH2:8][C:7]2[CH:9]=[C:10]3[O:15][CH2:14][O:13][C:11]3=[CH:12][C:6]=2[C:5]([C:16]2[CH:21]=[CH:20][C:19]([N+:22]([O-:24])=[O:23])=[CH:18][CH:17]=2)=[N:4][NH:3]1.[Cl:25][CH2:26][CH2:27][N:28]=[C:29]=[O:30]>ClCCl>[Cl:25][CH2:26][CH2:27][NH:28][C:29]([N:3]1[CH:2]([CH3:1])[CH2:8][C:7]2[CH:9]=[C:10]3[O:15][CH2:14][O:13][C:11]3=[CH:12][C:6]=2[C:5]([C:16]2[CH:21]=[CH:20][C:19]([N+:22]([O-:24])=[O:23])=[CH:18][CH:17]=2)=[N:4]1)=[O:30]. Conditions: time 24 hour. The solvent is ClCCl (dichloromethane). Starting materials: CC#N, CCOC(C)=O, CCn1c(-c2ccc(NC(=O)C3CC3)cc2)c(C#N)c2ccc(OCCCl)cc21, [I-], [K+], [K+], [Na+], O=C([O-])[O-], O, c1c[nH]cn1. Product: CCn1c(-c2ccc(NC(=O)C3CC3)cc2)c(C#N)c2ccc(OCCn3ccnc3)cc21. Reaction SMILES: [CH3:43][C:44]#[N:45].[CH3:46][CH2:47][O:48][C:49](=[O:50])[CH3:51].[Cl:1][CH2:2][CH2:3][O:4][c:5]1[cH:6][cH:7][c:8]2[c:9]([C:28]#[N:29])[c:10](-[c:16]3[cH:17][cH:18][c:19]([NH:22][C:23](=[O:24])[CH:25]4[CH2:26][CH2:27]4)[cH:20][cH:21]3)[n:11]([CH2:14][CH3:15])[c:12]2[cH:13]1.[I-:30].[K+:32].[K+:33].[Na+:31].[O-:34][C:35]([O-:36])=[O:37].[OH2:52].[nH:38]1[cH:39][n:40][cH:41][cH:42]1>>[CH2:2]([CH2:3][O:4][c:5]1[cH:6][cH:7][c:8]2[c:9]([C:28]#[N:29])[c:10](-[c:16]3[cH:17][cH:18][c:19]([NH:22][C:23](=[O:24])[CH:25]4[CH2:26][CH2:27]4)[cH:20][cH:21]3)[n:11]([CH2:14][CH3:15])[c:12]2[cH:13]1)[n:38]1[cH:39][n:40][cH:41][cH:42]1. Reactants: O (H2O), C1(=CC=C(C=C1)S(=O)(=O)Cl)C (p-toluenesulfonyl chloride), NCCNCCNCCN (1,4,7,10-tetraazadecane). Run in N1=CC=CC=C1 (pyridine), N1=CC=CC=C1 (pyridine). Reaction conditions: time 3 day. Product: C1(=CC=C(C=C1)S(=O)(=O)NCCN(CCN(CCNS(=O)(=O)C1=CC=C(C=C1)C)S(=O)(=O)C1=CC=C(C=C1)C)S(=O)(=O)C1=CC=C(C=C1)C)C (1,4,7,10-Tetra(p-toluenesulfonyl)-1,4,7,10-tetraazadecane). The yield is 90.0%. Reaction SMILES: [C:1]1([CH3:11])[CH:6]=[CH:5][C:4]([S:7](Cl)(=[O:9])=[O:8])=[CH:3][CH:2]=1.[NH2:12][CH2:13][CH2:14][NH:15][CH2:16][CH2:17][NH:18][CH2:19][CH2:20][NH2:21].[OH2:22]>N1C=CC=CC=1>[C:1]1([CH3:11])[CH:6]=[CH:5][C:4]([S:7]([NH:12][CH2:13][CH2:14][N:15]([S:7]([C:4]2[CH:5]=[CH:6][C:1]([CH3:11])=[CH:2][CH:3]=2)(=[O:9])=[O:8])[CH2:16][CH2:17][N:18]([S:7]([C:4]2[CH:5]=[CH:6][C:1]([CH3:11])=[CH:2][CH:3]=2)(=[O:9])=[O:8])[CH2:19][CH2:20][NH:21][S:7]([C:4]2[CH:5]=[CH:6][C:1]([CH3:11])=[CH:2][CH:3]=2)(=[O:8])=[O:22])(=[O:9])=[O:8])=[CH:3][CH:2]=1. Procedure details: To a stirred solution of p-toluenesulfonyl chloride (285 g, 1.50 mole) in pyridine (650 ml) at 5° C. was added a solution of 1,4,7,10-tetraazadecane (48.0 g, 0.328 mole) in pyridine (200 ml) under a dry argon atmosphere maintaining the temperature <20° C. The mixture was stirred for 3 days at room temperature. H2O (11) was slowly added to the cooled (ice bath) mixture. The solid was filtered, washed thoroughly with H2O and dried in vacuo to give 225 g (90% yield) of the product as a powder: mp 2... Starting materials: FC(C=1C=C(C=C(C1)C(F)(F)F)[C@@H]1[C@@H](N(C(O1)=O)CC1=C(C=CC(=C1)OC(F)(F)F)NCC)C)(F)F ((4S,5R)-5-[3,5-bis(trifluoromethyl)phenyl]-3-[2-(ethylamino)-5-(trifluoromethoxy)benzyl]-4-methyl-1,3-oxazolidin-2-one), CC1(COC(OC1)CCCC=O)C (4-(5,5-dimethyl-1,3-dioxan-2-yl)butanal), [BH-](OC(=O)C)(OC(=O)C)OC(=O)C.[Na+] (NaBH(OAc)3). Run in ClC(C)Cl (dichloroethane), CCOC(=O)C (EtOAc). Run at time 72 hour. Yields the product FC(C=1C=C(C=C(C1)C(F)(F)F)[C@@H]1[C@@H](N(C(O1)=O)CC1=C(C=CC(=C1)OC(F)(F)F)N(CC)CCCCC1OCC(CO1)(C)C)C)(F)F ((4S,5R)-5-[3,5-bis(trifluoromethyl)phenyl]-3-[2-[[4-(5,5-dimethyl-1,3-dioxan-2-yl)butyl](ethyl)amino]-5-(trifluoromethoxy)benzyl]-4-methyl-1,3-oxazolidin-2-one). Reaction SMILES: [F:1][C:2]([F:36])([F:35])[C:3]1[CH:4]=[C:5]([C@H:13]2[O:17][C:16](=[O:18])[N:15]([CH2:19][C:20]3[CH:25]=[C:24]([O:26][C:27]([F:30])([F:29])[F:28])[CH:23]=[CH:22][C:21]=3[NH:31][CH2:32][CH3:33])[C@H:14]2[CH3:34])[CH:6]=[C:7]([C:9]([F:12])([F:11])[F:10])[CH:8]=1.[CH3:37][C:38]1([CH3:49])[CH2:43][O:42][CH:41]([CH2:44][CH2:45][CH2:46][CH:47]=O)[O:40][CH2:39]1.[BH-](OC(C)=O)(OC(C)=O)OC(C)=O.[Na+]>ClC(Cl)C.CCOC(C)=O>[F:36][C:2]([F:1])([F:35])[C:3]1[CH:4]=[C:5]([C@H:13]2[O:17][C:16](=[O:18])[N:15]([CH2:19][C:20]3[CH:25]=[C:24]([O:26][C:27]([F:28])([F:29])[F:30])[CH:23]=[CH:22][C:21]=3[N:31]([CH2:47][CH2:46][CH2:45][CH2:44][CH:41]3[O:40][CH2:39][C:38]([CH3:37])([CH3:49])[CH2:43][O:42]3)[CH2:32][CH3:33])[C@H:14]2[CH3:34])[CH:6]=[C:7]([C:9]([F:11])([F:10])[F:12])[CH:8]=1 |f:2.3|. Procedure details: To a solution of (4S,5R)-5-[3,5-bis(trifluoromethyl)phenyl]-3-[2-(ethylamino)-5-(trifluoromethoxy)benzyl]-4-methyl-1,3-oxazolidin-2-one (68.2 mg, 0.129 mmol) in dichloroethane (2 mL) was added 4-(5,5-dimethyl-1,3-dioxan-2-yl)butanal (119 mg, 0.643 mmol) and NaBH(OAc)3 (136 mg, 0.643 mmol). The reaction was stirred at room temperature for 72 hours and then diluted with EtOAc (30 mL), quenched with saturated NH4Cl solution (10 mL), and washed with water and brine (10 mL each). The organic layer wa... The reactants are O (water), C(C)(C)(C)OC(CCC1=CC(=C(C(=C1)C)C=O)C)=O (3-(4-formyl-3,5-dimethylphenyl)-propionic acid tert-butyl ester), NC=1C=C(C(=O)NC2=CC(=C(C=C2)C)C)C=CC1N (3,4-diamino-N-(3,4-dimethylphenyl)-benzamide), C(F)(F)(F)S(=O)(=O)[O-].C(F)(F)(F)S(=O)(=O)[O-].C(F)(F)(F)S(=O)(=O)[O-].[Yb+3] (Yb(OTf)3). Solvent: CS(=O)C (DMSO), CCOC(=O)C (EtOAc). Reaction conditions: time 18 hour. Product: C(C)(C)(C)OC(CCC1=CC(=C(C(=C1)C)C1=NC2=C(N1)C=CC(=C2)C(NC2=CC(=C(C=C2)C)C)=O)C)=O (3-{4-[5-(3,4-dimethylphenylcarbamoyl)-1H-benzoimidazol-2-yl]-3,5-dimethylphenyl}-propionic acid tert-butyl ester). Reaction SMILES: [C:1]([O:5][C:6](=[O:19])[CH2:7][CH2:8][C:9]1[CH:14]=[C:13]([CH3:15])[C:12]([CH:16]=O)=[C:11]([CH3:18])[CH:10]=1)([CH3:4])([CH3:3])[CH3:2].[NH2:20][C:21]1[CH:22]=[C:23]([CH:35]=[CH:36][C:37]=1[NH2:38])[C:24]([NH:26][C:27]1[CH:32]=[CH:31][C:30]([CH3:33])=[C:29]([CH3:34])[CH:28]=1)=[O:25].C(S([O-])(=O)=O)(F)(F)F.C(S([O-])(=O)=O)(F)(F)F.C(S([O-])(=O)=O)(F)(F)F.[Yb+3].O>CS(C)=O.CCOC(C)=O>[C:1]([O:5][C:6](=[O:19])[CH2:7][CH2:8][C:9]1[CH:14]=[C:13]([CH3:15])[C:12]([C:16]2[NH:38][C:37]3[CH:36]=[CH:35][C:23]([C:24](=[O:25])[NH:26][C:27]4[CH:32]=[CH:31][C:30]([CH3:33])=[C:29]([CH3:34])[CH:28]=4)=[CH:22][C:21]=3[N:20]=2)=[C:11]([CH3:18])[CH:10]=1)([CH3:4])([CH3:3])[CH3:2] |f:2.3.4.5|. Procedure: To a solution of 3-(4-formyl-3,5-dimethylphenyl)-propionic acid tert-butyl ester (200 mg) and 3,4-diamino-N-(3,4-dimethylphenyl)-benzamide (Example 5-1, step 6) (194 mg) in DMSO (10 mL) was added Yb(OTf)3 (93 mg). The solution was stirred at room temperature for 18 h then the mixture was partioned between water and EtOAc. The aqueous layer was extracted with EtOAc. The combined organic layers were dried, filtered and concentrated. The residue was purified by flash chromatography (amino-column) u... The reactants are [BH4-].[Li+] (Lithium borohydride), C(C)OC(=O)C=1N=C(SC1CC)C1=CN(C2=C(C=CC=C12)OC)CC1CCCCC1 (2-(1-cyclohexylmethyl-7-methoxy-1H-indol-3-yl)-5-ethyl-thiazole-4-carboxylic acid ethyl ester). The solvent is O1CCCC1 (tetrahydrofuran). Run at temperature 0 celsius, time 2 hour. The product is C1(CCCCC1)CN1C=C(C2=CC=CC(=C12)OC)C=1SC(=C(N1)CO)CC ([2-(1-cyclohexylmethyl-7-methoxy-1H-indol-3-yl)-5-ethyl-thiazole-4-yl]-methanol). The yield is 47.5%. RXN SMILES: [BH4-].[Li+].C([O:5][C:6]([C:8]1[N:9]=[C:10]([C:15]2[C:23]3[C:18](=[C:19]([O:24][CH3:25])[CH:20]=[CH:21][CH:22]=3)[N:17]([CH2:26][CH:27]3[CH2:32][CH2:31][CH2:30][CH2:29][CH2:28]3)[CH:16]=2)[S:11][C:12]=1[CH2:13][CH3:14])=O)C>O1CCCC1>[CH:27]1([CH2:26][N:17]2[C:18]3[C:23](=[CH:22][CH:21]=[CH:20][C:19]=3[O:24][CH3:25])[C:15]([C:10]3[S:11][C:12]([CH2:13][CH3:14])=[C:8]([CH2:6][OH:5])[N:9]=3)=[CH:16]2)[CH2:32][CH2:31][CH2:30][CH2:29][CH2:28]1 |f:0.1|. Reported procedure: Lithium borohydride (200 mg, 9.09 mmol) was added portionwise to a mixture of 2-(1-cyclohexylmethyl-7-methoxy-1H-indol-3-yl)-5-ethyl-thiazole-4-carboxylic acid ethyl ester (490 mg, 1.15 mmol) and tetrahydrofuran (5 ml) under ice-water cooling and the resulting mixture was stirred at 0° C. for 2 h. The reaction mixture was quenched with aqueous hydrochloric acid (2 M; 2 ml), and the aqueous layer extracted with dichloromethane (2×100 ml). The organic layers were combined, dried over magnesium sul... Reactants: CS(=O)C1=NN=C(S1)N1C(N(CCC1O)CC#C)=O (Tetrahydro-1-(5-methylsulfinyl-1,3,4-thiadiazol-2-yl)-3-propargyl-6-hydroxy-2(1H)-pyrimidinone), C=1(C(=CC=CC1)S(=O)(=O)O)C (toluenesulfonic acid), alcohol. Run in C(CCCCC)O (hexyl alcohol). Yields the product CS(=O)C1=NN=C(S1)N1C(N(CCC1OCCCCCC)CC#C)=O (tetrahydro-1-(5-methylsulfinyl-1,3,4-thiadiazol-2-yl)-3-propargyl-6-hexyloxy-2(1H)-pyrimidinone). RXN SMILES: [CH3:1][S:2]([C:4]1[S:8][C:7]([N:9]2[CH:14]([OH:15])[CH2:13][CH2:12][N:11]([CH2:16][C:17]#[CH:18])[C:10]2=[O:19])=[N:6][N:5]=1)=[O:3].[C:20]1(C)[C:21](S(O)(=O)=O)=[CH:22][CH:23]=[CH:24][CH:25]=1>C(O)CCCCC>[CH3:1][S:2]([C:4]1[S:8][C:7]([N:9]2[CH:14]([O:15][CH2:22][CH2:21][CH2:20][CH2:25][CH2:24][CH3:23])[CH2:13][CH2:12][N:11]([CH2:16][C:17]#[CH:18])[C:10]2=[O:19])=[N:6][N:5]=1)=[O:3]. Procedure details: Tetrahydro-1-(5-methylsulfinyl-1,3,4-thiadiazol-2-yl)-3-propargyl-6-hydroxy-2(1H)-pyrimidinone (7 grams), hexyl alcohol (50 ml) and toluenesulfonic acid (0.2 grams) are charged into a glass reaction vessel equipped with a mechanical stirrer, thermometer and reflux condenser. The reaction mixture is then heated at reflux for a period of about 24 hours. After this time the mixture is stripped of unreacted alcohol under reduced pressure to yield a solid product. This product is then recrystallized ... Reactants: C(C)(C)OB(OC(C)C)OC(C)C (triisopropylborate), Cl (HCl), ClC1=C2C(=NC=C1)N(C=C2)COCC[Si](C)(C)C (4-chloro-1-((2-(trimethylsilyl)ethoxy)methyl)-1H-pyrrolo[2,3-b]pyridine), [Li]CCCC (n-BuLi), OP(=O)([O-])[O-].[K+].[K+] (K2HPO4). Run in O (H2O), C1CCOC1 (THF). Reaction conditions: temperature -40 celsius, time 1 hour. The product is ClC1=C2C(=NC=C1)N(C(=C2)B(O)O)COCC[Si](C)(C)C (4-Chloro-1-((2-(trimethylsilyl)ethoxy)methyl)-1H-pyrrolo[2,3-b]pyridin-2-ylboronic acid), solid. RXN SMILES: [Cl:1][C:2]1[CH:7]=[CH:6][N:5]=[C:4]2[N:8]([CH2:11][O:12][CH2:13][CH2:14][Si:15]([CH3:18])([CH3:17])[CH3:16])[CH:9]=[CH:10][C:3]=12.[Li]CCCC.C([O:27][B:28](OC(C)C)[O:29]C(C)C)(C)C.Cl.OP([O-])([O-])=O.[K+].[K+]>C1COCC1.O>[Cl:1][C:2]1[CH:7]=[CH:6][N:5]=[C:4]2[N:8]([CH2:11][O:12][CH2:13][CH2:14][Si:15]([CH3:18])([CH3:17])[CH3:16])[C:9]([B:28]([OH:29])[OH:27])=[CH:10][C:3]=12 |f:4.5.6|. Procedure details: To a solution of 4-chloro-1-((2-(trimethylsilyl)ethoxy)methyl)-1H-pyrrolo[2,3-b]pyridine (565 mg, 2 mmol) in THF (5 mL) at −40° C. under N2, was added n-BuLi (2.0 M in cyclohexane, Aldrich, 2.4 mmol). The reaction mixture was stirred at −40° C. for 1 h and then treated with triisopropylborate (489 mg, 2.6 mmol). The mixture was slowly warmed to rt and stirred overnight. To this solution was added 1 N HCl in H2O (20 mL), and the mixture was stirred for 20 min., neutralized with saturated aq. K2HP... The reactants are CCCC[Sn](CCCC)(CCCC)c1nc(C)nc(SC)n1, COc1ccc(Nc2nc(NC3CCCC3)ncc2I)cn1, [Cs+], [Cu]I, [F-], C1COCCO1, O, c1ccc(P(c2ccccc2)(c2ccccc2)[Pd](P(c2ccccc2)(c2ccccc2)c2ccccc2)(P(c2ccccc2)(c2ccccc2)c2ccccc2)P(c2ccccc2)(c2ccccc2)c2ccccc2)cc1. The product is COc1ccc(Nc2nc(NC3CCCC3)ncc2-c2nc(C)nc(SC)n2)cn1. Reaction SMILES: [CH3:23][c:24]1[n:25][c:26]([Sn:32]([CH2:33][CH2:34][CH2:35][CH3:36])([CH2:37][CH2:38][CH2:39][CH3:40])[CH2:41][CH2:42][CH2:43][CH3:44])[n:27][c:28]([S:30][CH3:31])[n:29]1.[CH:1]1([NH:6][c:7]2[n:8][cH:9][c:10]([I:22])[c:11]([NH:13][c:14]3[cH:15][n:16][c:17]([O:20][CH3:21])[cH:18][cH:19]3)[n:12]2)[CH2:2][CH2:3][CH2:4][CH2:5]1.[Cs+:46].[Cu:54][I:55].[F-:45].[O:47]1[CH2:48][CH2:49][O:50][CH2:51][CH2:52]1.[OH2:53].[cH:56]1[cH:57][cH:58][c:59]([P:60]([Pd:61]([P:62]([c:63]2[cH:64][cH:65][cH:66][cH:67][cH:68]2)([c:69]2[cH:70][cH:71][cH:72][cH:73][cH:74]2)[c:75]2[cH:76][cH:77][cH:78][cH:79][cH:80]2)([P:81]([c:82]2[cH:83][cH:84][cH:85][cH:86][cH:87]2)([c:88]2[cH:89][cH:90][cH:91][cH:92][cH:93]2)[c:94]2[cH:95][cH:96][cH:97][cH:98][cH:99]2)[P:100]([c:101]2[cH:102][cH:103][cH:104][cH:105][cH:106]2)([c:107]2[cH:108][cH:109][cH:110][cH:111][cH:112]2)[c:113]2[cH:114][cH:115][cH:116][cH:117][cH:118]2)([c:119]2[cH:120][cH:121][cH:122][cH:123][cH:124]2)[c:125]2[cH:126][cH:127][cH:128][cH:129][cH:130]2)[cH:131][cH:132]1>>[CH:1]1([NH:6][c:7]2[n:8][cH:9][c:10](-[c:26]3[n:25][c:24]([CH3:23])[n:29][c:28]([S:30][CH3:31])[n:27]3)[c:11]([NH:13][c:14]3[cH:15][n:16][c:17]([O:20][CH3:21])[cH:18][cH:19]3)[n:12]2)[CH2:2][CH2:3][CH2:4][CH2:5]1.